describe an organic reaction: reactants, conditions, products, and yield From a dataset of the Open Reaction Database (ORD), a public repository of structured organic reaction records. The reactants are [C-]#N.[Na+] (Sodium cyanide), N1=CC=C(C=C1)OC1=CC=C(N)C=C1 (4-(pyridin-4-yloxy)aniline), C1(CCC1)=O (cyclobutanone). The solvent is CC(=O)O (AcOH). The product is N1=CC=C(C=C1)OC1=CC=C(C=C1)NC1(CCC1)C#N (1-(4-(pyridin-4-yloxy)phenylamino)-cyclobutanecarbonitrile). Isolated yield 64.9%. Reaction SMILES: [C-:1]#[N:2].[Na+].[N:4]1[CH:9]=[CH:8][C:7]([O:10][C:11]2[CH:17]=[CH:16][C:14]([NH2:15])=[CH:13][CH:12]=2)=[CH:6][CH:5]=1.[C:18]1(=O)[CH2:21][CH2:20][CH2:19]1>CC(O)=O>[N:4]1[CH:5]=[CH:6][C:7]([O:10][C:11]2[CH:17]=[CH:16][C:14]([NH:15][C:18]3([C:1]#[N:2])[CH2:21][CH2:20][CH2:19]3)=[CH:13][CH:12]=2)=[CH:8][CH:9]=1 |f:0.1|. Reported procedure: Sodium cyanide (395 mg, 8.06 mmol) was added to a mixture of 4-(pyridin-4-yloxy)aniline (500 mg, 2.69 mmol) and cyclobutanone (376 mg, 5.37 mmol) in AcOH (99%, 6 mL) in a microwave vial. The reaction mixture was irradiated with microwaves (Biotage) at 120° C. for 30 min. The slightly yellowish solution was concentrated to dryness. The residue was diluted with water and extracted with EtOAc (2×). The combined organic layers were dried over MgSO4 and concentrated to dryness to afford 463 mg (65%) ... The reactants are ClC1=C(N)C=CC(=C1)Cl (2,4-dichloroaniline), [H-].[Na+] (sodium hydride), ClC1=C2C(=NC=C1C#N)C=CS2 (7-chlorothieno[3.2-b]pyridine-6-carbonitrile). Solvent: O1CCCC1 (tetrahydrofuran). Product: ClC1=C(C=CC(=C1)Cl)NC1=C2C(=NC=C1C#N)C=CS2 (7-[(2,4-dichlorophenyl)amino]thieno[3,2-b]pyridine-6-carbonitrile). Isolated yield 52.5%. As a reaction SMILES: [Cl:1][C:2]1[CH:8]=[C:7]([Cl:9])[CH:6]=[CH:5][C:3]=1[NH2:4].[H-].[Na+].Cl[C:13]1[C:18]([C:19]#[N:20])=[CH:17][N:16]=[C:15]2[CH:21]=[CH:22][S:23][C:14]=12>O1CCCC1>[Cl:1][C:2]1[CH:8]=[C:7]([Cl:9])[CH:6]=[CH:5][C:3]=1[NH:4][C:13]1[C:18]([C:19]#[N:20])=[CH:17][N:16]=[C:15]2[CH:21]=[CH:22][S:23][C:14]=12 |f:1.2|. Reported procedure: A mixture of 2,4-dichloroaniline (333.8 mg, 2.06 mmol) and 60% sodium hydride (82.4 mg, 2.06 mmol) in 10 mL of tetrahydrofuran is heated at reflux for 1 hour. The solution is cooled and 7-chlorothieno[3.2-b]pyridine-6-carbonitrile (200 mg, 1.03 mmol) is added. The resulting reaction mixture is heated at reflux for 7 hours, cooled to room temperature, and concentrated in vacuo. The residue is treated with water for 1 hour. The precipitate is filtered, washed with water, and air dried. The resulta... The reactants are COC(N(C)C)OC (dimethylformamide dimethyl acetal), ClC1=NC(=CC(=C1)C=1N=C(SC1)N)Cl ([4-(2,6-dichloropyridin-4-yl)-thiazol-2-yl]-amine), CO (methanol). Run at temperature 10 celsius. Yields the product ClC1=NC(=CC(=C1)C=1N=C(SC1)N(C=NC)C)Cl (N-[4-(2,6-dichloropyridin-4-yl)-thiazol-2-yl]-N,N'-dimethylformamidine). Isolated yield 83.0%. As a reaction SMILES: CO[CH:3](OC)[N:4](C)[CH3:5].[Cl:9][C:10]1[CH:15]=[C:14]([C:16]2[N:17]=[C:18]([NH2:21])[S:19][CH:20]=2)[CH:13]=[C:12]([Cl:22])[N:11]=1.[CH3:23]O>>[Cl:9][C:10]1[CH:15]=[C:14]([C:16]2[N:17]=[C:18]([N:21]([CH3:23])[CH:3]=[N:4][CH3:5])[S:19][CH:20]=2)[CH:13]=[C:12]([Cl:22])[N:11]=1. Procedure: 3.93 g (0.033 mol) of dimethylformamide dimethyl acetal are added to a mixture of 7.38 g (0.03 mol) of [4-(2,6-dichloropyridin-4-yl)-thiazol-2-yl]-amine and 50 ml of methanol at 20° C., while stirring, and the mixture is stirred at 50° C. for a further 2 hours. Thereafter, the reaction mixture is cooled to 10° C. and filtered with suction. The residue is washed with 10 ml of cold methanol and then dried at 45° C. under reduced pressure. 7.5 g (83% of theory) of N-[4-(2,6-dichloropyridin-4-yl)-th... Reactants: ClC=1C=C(C=C(C1)Cl)C1(CC(=NO1)C=1N2C=CC=C2C(=CC1)C(=O)O)C(F)(F)F (5-(5-(3,5-dichlorophenyl)-5-(trifluoro-methyl)-4,5-dihydroisoxazol-3-yl)indolizine-8-carboxylic acid), NCC=1C=CC2=C(B(OC2)O)C1 (6-(aminomethyl)benzo[c][1,2]oxaborol-1(3H)-ol). Yields the product ClC=1C=C(C=C(C1)Cl)C1(CC(=NO1)C=1N2C=CC=C2C(=CC1)C(=O)NCC=1C=CC2=C(B(OC2)O)C1)C(F)(F)F (5-(5-(3,5-dichlorophenyl)-5-(trifluoromethyl)-4,5-dihydroisoxazol-3-yl)-N-((1-hydroxy-1,3-dihydrobenzo[c][1,2]oxaborol-6-yl)methyl)indolizine-8-carboxamide). As a reaction SMILES: [Cl:1][C:2]1[CH:3]=[C:4]([C:9]2([C:26]([F:29])([F:28])[F:27])[O:13][N:12]=[C:11]([C:14]3[N:15]4[C:19]([C:20]([C:23]([OH:25])=O)=[CH:21][CH:22]=3)=[CH:18][CH:17]=[CH:16]4)[CH2:10]2)[CH:5]=[C:6]([Cl:8])[CH:7]=1.[NH2:30][CH2:31][C:32]1[CH:33]=[CH:34][C:35]2[CH2:39][O:38][B:37]([OH:40])[C:36]=2[CH:41]=1>>[Cl:8][C:6]1[CH:5]=[C:4]([C:9]2([C:26]([F:28])([F:29])[F:27])[O:13][N:12]=[C:11]([C:14]3[N:15]4[C:19]([C:20]([C:23]([NH:30][CH2:31][C:32]5[CH:33]=[CH:34][C:35]6[CH2:39][O:38][B:37]([OH:40])[C:36]=6[CH:41]=5)=[O:25])=[CH:21][CH:22]=3)=[CH:18][CH:17]=[CH:16]4)[CH2:10]2)[CH:3]=[C:2]([Cl:1])[CH:7]=1. Reported procedure: The title compound can be prepared from 5-(5-(3,5-dichlorophenyl)-5-(trifluoro-methyl)-4,5-dihydroisoxazol-3-yl)indolizine-8-carboxylic acid and 6-(aminomethyl)benzo[c][1,2]oxaborol-1(3H)-ol as shown by the following scheme: Starting materials: FC=1C=C(C=C(C1)F)/C=C/C1=CC2=C(N=N1)OC1=C(O2)C=CC=C1 (3-[(E)-2-(3,5-difluorophenyl)vinyl][1,4]benzodioxino[2,3-c]pyridazine), O1CCCC1 (tetrahydrofuran), O (Water), C(C1=CC=CC=C1)O (benzyl alcohol), O1CCCC1 (tetrahydrofuran), [H-].[Na+] (sodium hydride). Reaction conditions: time 10 minute. The product is C(C1=CC=CC=C1)OC=1N=NC(=CC1OCC1=CC=CC=C1)\C=C\C1=CC(=CC(=C1)F)F (3,4-bis(benzyloxy)-6-[(E)-2-(3,5-difluorophenyl)vinyl]pyridazine). RXN SMILES: [CH2:1]([OH:8])[C:2]1[CH:7]=[CH:6][CH:5]=[CH:4][CH:3]=1.[H-].[Na+].[F:11][C:12]1[CH:13]=[C:14](/[CH:19]=[CH:20]/[C:21]2[N:26]=[N:25][C:24]3O[C:28]4[CH:34]=[CH:33][CH:32]=[CH:31][C:29]=4[O:30][C:23]=3[CH:22]=2)[CH:15]=[C:16]([F:18])[CH:17]=1.O.O1CCC[CH2:37]1>>[CH2:1]([O:8][C:24]1[N:25]=[N:26][C:21](/[CH:20]=[CH:19]/[C:14]2[CH:15]=[C:16]([F:18])[CH:17]=[C:12]([F:11])[CH:13]=2)=[CH:22][C:23]=1[O:30][CH2:29][C:31]1[CH:32]=[CH:33][CH:34]=[CH:28][CH:37]=1)[C:2]1[CH:7]=[CH:6][CH:5]=[CH:4][CH:3]=1 |f:1.2|. Procedure details: Under ice-cooling, to a solution (20 mL) of benzyl alcohol (580 mg) in tetrahydrofuran was added 60% sodium hydride (220 mg), and the mixture was stirred for 10 min. To the mixture was added a solution (10 mL) of 3-[(E)-2-(3,5-difluorophenyl)vinyl][1,4]benzodioxino[2,3-c]pyridazine (700 mg) in tetrahydrofuran, and the mixture was stirred at 60° C. for 4 hr. Water was added, and the mixture was extracted with ethyl acetate. The organic layer was dried over anhydrous magnesium sulfate and the solv...